Dataset: the Open Reaction Database (ORD), a public repository of structured organic reaction records. Task: describe an organic reaction: reactants, conditions, products, and yield Starting materials: NN, CC(=O)c1ccc(F)c(N)c1, [Na+], [OH-], O, OCCOCCOCCO. The product is CCc1ccc(F)c(N)c1. As a reaction SMILES: [NH2:15][NH2:16].[NH2:1][c:2]1[cH:3][c:4]([C:9]([CH3:10])=[O:11])[cH:5][cH:6][c:7]1[F:8].[Na+:13].[OH-:12].[OH2:14].[OH:17][CH2:18][CH2:19][O:20][CH2:21][CH2:22][O:23][CH2:24][CH2:25][OH:26]>>[NH2:1][c:2]1[cH:3][c:4]([CH2:9][CH3:10])[cH:5][cH:6][c:7]1[F:8].